This data is from the Open Reaction Database (ORD), a public repository of structured organic reaction records. The task is: describe an organic reaction: reactants, conditions, products, and yield Reactants: C1(=CC=CC=C1)OC (anisole), BrBr (bromine). The solvent is C(Cl)(Cl)Cl (chloroform). Yields the product BrC1=CC=C(C=C1)OC (monobromoanisole). Yield: 80.0%. As a reaction SMILES: [C:1]1([O:7][CH3:8])[CH:6]=[CH:5][CH:4]=[CH:3][CH:2]=1.[Br:9]Br>C(Cl)(Cl)Cl>[Br:9][C:4]1[CH:5]=[CH:6][C:1]([O:7][CH3:8])=[CH:2][CH:3]=1. Procedure: The bromination of anisole with one equivalent of bromine is chloroform, at room temperature, is reported to give an 80% yield of monobromoanisole. Grignard, Bellet and Courtot, Ann. Chim. 4, 28 (1915). The preparation of dibromoanisole from anisole, and of tribromoanisole from dibromoanisole, in carbon tetrachloride, is also reported. Kohn and Sussman, Monatsh. Chem. 46, 575 (1925). "Several days" reaction time is reported for the preparation of several tribromophenyl alkyl ethers. Yields are n... Starting materials: C(C)(C)N(C(C)C)P(Cl)N(C(C)C)C(C)C (Bis-(N,N-Diisopropylamino) chlorophosphine), P(Cl)(Cl)Cl (Phosphorus trichloride). The solvent is C(C)#N (acetonitrile). Product: C(C)(C)N(C(C)C)P(Cl)Cl (N,N-diisopropylamino dichlorophosphine). Yield: 81.0%. Reaction SMILES: C(N([P:8]([N:10]([CH:14]([CH3:16])[CH3:15])[CH:11]([CH3:13])[CH3:12])[Cl:9])C(C)C)(C)C.P(Cl)(Cl)[Cl:18]>C(#N)C>[CH:11]([N:10]([P:8]([Cl:18])[Cl:9])[CH:14]([CH3:16])[CH3:15])([CH3:13])[CH3:12]. Reported procedure: Bis-(N,N-Diisopropylamino) chlorophosphine, 10 grams (37 mmols), was dissolved in 500 ml of anhydrous acetonitrile. Phosphorus trichloride, 5.16 grams (37 mmols), was added to the solution and the reaction was allowed to stir over-night at room temperature. The reaction was assayed for completion by 31P NMR of an aliquot of the reaction using an external lock. Complete conversion of the starting material at δ 134 ppm to the product at δ 165 ppm was observed. The solvent was evaporated from the r... Starting materials: C(C)(=O)OCC (ethyl acetate), ClC=1C=C2C(C(NC2=C(C1)C)=O)=O (5-chloro-7-methyl-1H-indole-2,3-dione), [OH-].[K+] (potassium hydroxide), OO (hydrogen peroxide). Solvent: CO (methanol). Reaction conditions: time 16 hour. Yields the product NC1=C(C(=O)O)C=C(C=C1C)Cl (2-amino-5-chloro-3-methylbenzoic acid), solid. Yield: 75.0%. Reaction SMILES: [Cl:1][C:2]1[CH:3]=[C:4]2[C:8](=[C:9]([CH3:11])[CH:10]=1)[NH:7]C(=O)[C:5]2=[O:13].[OH-].[K+].OO.C(OCC)(=[O:20])C>CO>[NH2:7][C:8]1[C:9]([CH3:11])=[CH:10][C:2]([Cl:1])=[CH:3][C:4]=1[C:5]([OH:13])=[O:20] |f:1.2|. Reported procedure: The 5-chloro-7-methyl-1H-indole-2,3-dione (25.0 g, 0.13 mol), potassium hydroxide (8.4 g, 0.15 mmol) and 30% hydrogen peroxide (21.6 g, 0.18 mol) were mixed together in methanol (300 mL) at 0° C. for 2 h followed by 16 h at room temperature. The solution was poured into ethyl acetate (500 mL) and extracted with I N hydrochloric acid (3×200 mL) followed by brine (1×50 mL). The solution was dried over sodium sulfate and solvent removed at reduced pressure. The 2-amino-5-chloro-3-methylbenzoic acid...